From a dataset of the Open Reaction Database (ORD), a public repository of structured organic reaction records. describe an organic reaction: reactants, conditions, products, and yield The reactants are C(C1=CC=CC=C1)N1C(CNCC1)C1=NC(=CC(=N1)C1N(CCNC1)CC1=CC=CC=C1)Cl (2,4-di(N-benzylpiperazinyl)-6-chloropyrimidine), NN (hydrazine). Run in O1CCOCC1 (p-dioxane). Yields the product C(C1=CC=CC=C1)N1C(CNCC1)C1=NC(=CC(=N1)C1N(CCNC1)CC1=CC=CC=C1)NN (2,4-Di(N-benzylpiperazinyl)-6-hydrazinopyrimidine). The yield is 96.4%. Reaction SMILES: [CH2:1]([N:8]1[CH2:13][CH2:12][NH:11][CH2:10][CH:9]1[C:14]1[N:19]=[C:18]([CH:20]2[CH2:25][NH:24][CH2:23][CH2:22][N:21]2[CH2:26][C:27]2[CH:32]=[CH:31][CH:30]=[CH:29][CH:28]=2)[CH:17]=[C:16](Cl)[N:15]=1)[C:2]1[CH:7]=[CH:6][CH:5]=[CH:4][CH:3]=1.[NH2:34][NH2:35]>O1CCOCC1>[CH2:1]([N:8]1[CH2:13][CH2:12][NH:11][CH2:10][CH:9]1[C:14]1[N:19]=[C:18]([CH:20]2[CH2:25][NH:24][CH2:23][CH2:22][N:21]2[CH2:26][C:27]2[CH:32]=[CH:31][CH:30]=[CH:29][CH:28]=2)[CH:17]=[C:16]([NH:34][NH2:35])[N:15]=1)[C:2]1[CH:7]=[CH:6][CH:5]=[CH:4][CH:3]=1. Procedure: A solution of 2,4-di(N-benzylpiperazinyl)-6-chloropyrimidine (48.4 g, 104 mmol), hydrazine (96 g, 3 mol), in p-dioxane (1000 mL) was heated at 75° C. for 16 hours. The reaction was concentrated, dissolved in CH2-Cl2, washed with H2O, and dried (MgSO4). Filtration and concentration of the resulting solution gave 46 g (97%) of the title compound as a foam. 1H NMR (CDCl3) δ 2.44 (m, 8H, piperazine), 3.52-3.59 (m, 8H, piperazine), 3.71 (m, 4H, CH2), 5.22 (s, 1H, C5H), 5.72 (bs, 2H, NH2), 7.30 (m, 10...